Dataset: the Open Reaction Database (ORD), a public repository of structured organic reaction records. Task: describe an organic reaction: reactants, conditions, products, and yield The reactants are [BH4-], CO, CN, CO, Cc1ccccc1C(=O)Nc1ccc(C(=O)N2CCCC(=O)c3cc(Cl)ccc32)s1, [Na+]. Yields the product CNC1CCCN(C(=O)c2ccc(NC(=O)c3ccccc3C)s2)c2ccc(Cl)cc21. Reaction SMILES: [BH4-:35].[CH3:31][OH:32].[CH3:33][NH2:34].[CH3:37][OH:38].[Cl:1][c:2]1[cH:3][cH:4][c:5]2[c:6]([cH:30]1)[C:7](=[O:29])[CH2:8][CH2:9][CH2:10][N:11]2[C:12]([c:13]1[cH:14][cH:15][c:16]([NH:18][C:19]([c:20]2[c:21]([CH3:26])[cH:22][cH:23][cH:24][cH:25]2)=[O:27])[s:17]1)=[O:28].[Na+:36]>>[Cl:1][c:2]1[cH:3][cH:4][c:5]2[c:6]([cH:30]1)[CH:7]([NH:34][CH3:33])[CH2:8][CH2:9][CH2:10][N:11]2[C:12]([c:13]1[cH:14][cH:15][c:16]([NH:18][C:19]([c:20]2[c:21]([CH3:26])[cH:22][cH:23][cH:24][cH:25]2)=[O:27])[s:17]1)=[O:28]. Starting materials: Brc1ccc(N2CCNCC2)nc1, CCOC(=O)COC(=O)Oc1ccccc1. The product is CCOC(=O)COC(=O)N1CCN(c2ccc(Br)cn2)CC1. Reaction SMILES: [Br:1][c:2]1[cH:3][cH:4][c:5]([N:8]2[CH2:9][CH2:10][NH:11][CH2:12][CH2:13]2)[n:6][cH:7]1.[c:14]1([O:20][C:21](=[O:15])[O:23][CH2:24][C:25](=[O:26])[O:27][CH2:28][CH3:29])[cH:16][cH:17][cH:18][cH:19][cH:22]1>>[Br:1][c:2]1[cH:3][cH:4][c:5]([N:8]2[CH2:9][CH2:10][N:11]([C:21](=[O:20])[O:23][CH2:24][C:25](=[O:26])[O:27][CH2:28][CH3:29])[CH2:12][CH2:13]2)[n:6][cH:7]1.